This data is from the Open Reaction Database (ORD), a public repository of structured organic reaction records. The task is: describe an organic reaction: reactants, conditions, products, and yield Starting materials: C1(=C(C=CC=C1)OC1=CC=CC=2CC(OC21)=O)C (7-(o-Tolyloxy)-2,3-dihydrobenzofuran-2-one), [OH-].[K+] (potassium hydroxide). Run in CO (methanol). Product: OC1=C(C=CC=C1OC1=C(C=CC=C1)C)CC(=O)O (2-[2-hydroxy-3-(o-tolyloxy)phenyl]acetic acid). Yield: 46.5%. Reaction SMILES: [C:1]1([CH3:18])[CH:6]=[CH:5][CH:4]=[CH:3][C:2]=1[O:7][C:8]1[C:16]2[O:15][C:14](=[O:17])[CH2:13][C:12]=2[CH:11]=[CH:10][CH:9]=1.[OH-:19].[K+]>CO>[OH:15][C:16]1[C:8]([O:7][C:2]2[CH:3]=[CH:4][CH:5]=[CH:6][C:1]=2[CH3:18])=[CH:9][CH:10]=[CH:11][C:12]=1[CH2:13][C:14]([OH:19])=[O:17] |f:1.2|. Procedure details: 7-(o-Tolyloxy)-2,3-dihydrobenzofuran-2-one (2.20 g) was dissolved in a solution of potassium hydroxide (2.0 g) in methanol (30 ml), and the solution was allowed to stand at room temperature for an hour. The reaction mixture was evaporated, and the residue was dissolved in water, washed with diethyl ether, acidified with conc. hydrochloric acid and then extracted with diethyl ether. The extract was washed with water, dried over magnesium sulfate and evaporated. The oily residue was allowed to sta... Starting materials: COC(CC1=C(C(=CC=C1)OC[C@H]1OC(OC1)(C)C)[N+](=O)[O-])=O ([3-((R)-2,2-dimethyl-[1,3]dioxolan-4-ylmethoxy)-2-nitrophenyl] acetic acid methyl ester), [OH-].[Li+] (lithium hydroxide). Run in CO (methanol). Product: CC1(OC[C@H](O1)COC=1C(=C(C=CC1)CC(=O)O)[N+](=O)[O-])C ([3-((R)-2,2-dimethyl-[1,3]dioxolan-4-ylmethoxy)-2-nitrophenyl] acetic acid). Yield: 100.4%. Reaction SMILES: C[O:2][C:3](=[O:23])[CH2:4][C:5]1[CH:10]=[CH:9][CH:8]=[C:7]([O:11][CH2:12][C@@H:13]2[CH2:17][O:16][C:15]([CH3:19])([CH3:18])[O:14]2)[C:6]=1[N+:20]([O-:22])=[O:21].[OH-].[Li+]>CO>[CH3:18][C:15]1([CH3:19])[O:14][C@H:13]([CH2:12][O:11][C:7]2[C:6]([N+:20]([O-:22])=[O:21])=[C:5]([CH2:4][C:3]([OH:23])=[O:2])[CH:10]=[CH:9][CH:8]=2)[CH2:17][O:16]1 |f:1.2|. Procedure details: To a solution of 2-diazo-1-[3-(2,2-dimethyl-[1,3]-dioxolan-4-ylmethoxy)-2-nitrophenyl]ethanone (0.9 g, 2.8 mmol) in 30 mL of methanol at room temperature was added dropwise a solution of silver benzoate (84 mg, 13%) in 4.2 mL of triethylamine. The solution turned greenish and then brown, black precipitate formed. After stirring for 1.5 h, it was filtered through celite and the filtrate was concentrated. The residue was then purified on a silica gel column with 20% ethyl acetate in hexane to affo... The reactants are C1CCOC1, COc1ccc(P2(=S)SP(=S)(c3ccc(OC)cc3)S2)cc1, O=C1Nc2ccc(Cl)cc2C2CCCC12F. The product is FC12CCCC1c1cc(Cl)ccc1NC2=S. As a reaction SMILES: [CH2:39]1[O:40][CH2:41][CH2:42][CH2:43]1.[CH3:17][O:18][c:19]1[cH:20][cH:21][c:22]([P:23]2(=[S:26])[S:24][P:25]([c:27]3[cH:28][cH:29][c:30]([O:31][CH3:32])[cH:33][cH:34]3)(=[S:35])[S:36]2)[cH:37][cH:38]1.[Cl:1][c:2]1[cH:3][c:4]2[c:9]([cH:10][cH:11]1)[NH:8][C:7](=[O:12])[C:6]1([F:16])[CH:5]2[CH2:15][CH2:14][CH2:13]1>>[Cl:1][c:2]1[cH:3][c:4]2[c:9]([cH:10][cH:11]1)[NH:8][C:7](=[S:26])[C:6]1([F:16])[CH:5]2[CH2:15][CH2:14][CH2:13]1.